From a dataset of the Open Reaction Database (ORD), a public repository of structured organic reaction records. describe an organic reaction: reactants, conditions, products, and yield Starting materials: CNC, CCO, O=S(=O)(Nc1cccc(C2CO2)c1)c1ccc(-c2ccc(F)cc2F)cc1. Yields the product CN(C)CC(O)c1cccc(NS(=O)(=O)c2ccc(-c3ccc(F)cc3F)cc2)c1. Reaction SMILES: [CH3:28][NH:29][CH3:30].[CH3:31][CH2:32][OH:33].[F:1][c:2]1[c:3](-[c:9]2[cH:10][cH:11][c:12]([S:15](=[O:16])(=[O:17])[NH:18][c:19]3[cH:20][c:21]([CH:25]4[O:26][CH2:27]4)[cH:22][cH:23][cH:24]3)[cH:13][cH:14]2)[cH:4][cH:5][c:6]([F:8])[cH:7]1>>[F:1][c:2]1[c:3](-[c:9]2[cH:10][cH:11][c:12]([S:15](=[O:16])(=[O:17])[NH:18][c:19]3[cH:20][c:21]([CH:25]([OH:26])[CH2:27][N:29]([CH3:28])[CH3:30])[cH:22][cH:23][cH:24]3)[cH:13][cH:14]2)[cH:4][cH:5][c:6]([F:8])[cH:7]1.